Dataset: the Open Reaction Database (ORD), a public repository of structured organic reaction records. Task: describe an organic reaction: reactants, conditions, products, and yield The reactants are O=C1C(=CC(=C2N1C=CSC1=C2SC=C1)C(=O)OC)C1=CC=CC=C1 (methyl 8-oxo-9-phenyl-8H-pyrido[1,2-d]thieno[2,3-f][1,4]thiazepine-11-carboxylate). The solvent is C=1(C(=CC=CC1)C)C (xylene). Yields the product O=C1N2C=CC3=C(C2=C(C=C1C1=CC=CC=C1)C(=O)OC)SC=C3 (methyl 7-oxo-8-phenyl-7H-thieno[2,3-a]quinolizine-10-carboxylate). As a reaction SMILES: [O:1]=[C:2]1[N:7]2[CH:8]=[CH:9]S[C:11]3[CH:15]=[CH:14][S:13][C:12]=3[C:6]2=[C:5]([C:16]([O:18][CH3:19])=[O:17])[CH:4]=[C:3]1[C:20]1[CH:25]=[CH:24][CH:23]=[CH:22][CH:21]=1>C1(C)C(C)=CC=CC=1>[O:1]=[C:2]1[C:3]([C:20]2[CH:21]=[CH:22][CH:23]=[CH:24][CH:25]=2)=[CH:4][C:5]([C:16]([O:18][CH3:19])=[O:17])=[C:6]2[N:7]1[CH:8]=[CH:9][C:11]1[CH:15]=[CH:14][S:13][C:12]=12. Procedure details: 4.4 g of methyl 8-oxo-9-phenyl-8H-pyrido[1,2-d]thieno[2,3-f][1,4]thiazepine-11-carboxylate were heated under reflux and under argon together with 90 ml of xylene until the reaction was completed. The solution was evaporated in vacuo and the residue was treated with 100 ml of n-hexane, whereupon the product was removed by filtration. By recrystallization from ethyl acetate, there was obtained methyl 7-oxo-8-phenyl-7H-thieno[2,3-a]quinolizine-10-carboxylate as yellow crystals of m.p. 153°-156°. As a reaction SMILES: [Br:22][c:23]1[c:24]([CH2:25][Br:26])[cH:27][c:28]([F:31])[cH:29][cH:30]1.[CH3:1][C:2]1([CH3:21])[NH:3][C:4](=[O:20])[N:5]([c:8]2[cH:9][c:10]([C:16]([F:17])([F:18])[F:19])[c:11]([C:12]#[N:13])[cH:14][cH:15]2)[C:6]1=[O:7]>>[CH3:1][C:2]1([CH3:21])[N:3]([CH2:25][c:24]2[c:23]([Br:22])[cH:30][cH:29][c:28]([F:31])[cH:27]2)[C:4](=[O:20])[N:5]([c:8]2[cH:9][c:10]([C:16]([F:17])([F:18])[F:19])[c:11]([C:12]#[N:13])[cH:14][cH:15]2)[C:6]1=[O:7]. The reactants are Fc1ccc(Br)c(CBr)c1, CC1(C)NC(=O)N(c2ccc(C#N)c(C(F)(F)F)c2)C1=O. Yields the product CC1(C)C(=O)N(c2ccc(C#N)c(C(F)(F)F)c2)C(=O)N1Cc1cc(F)ccc1Br. The reactants are C(C1=CC=CC=C1)OC=1C=CC=2C[C@@H]3[C@@]4(CC[C@@H]([C@H]5[C@@]4(C2C1O5)CCN3CC3CC3)N3C(CCC3)=O)O (1-(3-benzyloxy-17-cyclopropylmethyl-4,5α-epoxy-14-hydroxy-morphinan-6α-yl)-pyrrolidin-2-one), FC(OC1=CC=C(CBr)C=C1)(F)F (4-trifluoromethoxybenzyl bromide). The product is C(C1=CC=CC=C1)OC=1C=CC=2C[C@@H]3[C@@]4(CC[C@@H]([C@H]5[C@@]4(C2C1O5)CCN3CC3CC3)N3C(C(CC3)CC3=CC=C(C=C3)OC(F)(F)F)=O)O (1-(3-benzyloxy-17-cyclopropylmethyl-4,5α-epoxy-14-hydroxy-morphinan-6α-yl)-3-(4-trifluoromethoxy-benzyl)-pyrrolidin-2-one). Isolated yield 100.0%. As a reaction SMILES: [CH2:1]([O:8][C:9]1[CH:10]=[CH:11][C:12]2[CH2:13][C@H:14]3[N:26]([CH2:27][CH:28]4[CH2:30][CH2:29]4)[CH2:25][CH2:24][C@:20]45[C:21]=2[C:22]=1[O:23][C@H:19]4[C@@H:18]([N:31]1[CH2:35][CH2:34][CH2:33][C:32]1=[O:36])[CH2:17][CH2:16][C@@:15]35[OH:37])[C:2]1[CH:7]=[CH:6][CH:5]=[CH:4][CH:3]=1.[F:38][C:39]([F:50])([F:49])[O:40][C:41]1[CH:48]=[CH:47][C:44]([CH2:45]Br)=[CH:43][CH:42]=1>>[CH2:1]([O:8][C:9]1[CH:10]=[CH:11][C:12]2[CH2:13][C@H:14]3[N:26]([CH2:27][CH:28]4[CH2:29][CH2:30]4)[CH2:25][CH2:24][C@:20]45[C:21]=2[C:22]=1[O:23][C@H:19]4[C@@H:18]([N:31]1[CH2:35][CH2:34][CH:33]([CH2:45][C:44]2[CH:47]=[CH:48][C:41]([O:40][C:39]([F:38])([F:49])[F:50])=[CH:42][CH:43]=2)[C:32]1=[O:36])[CH2:17][CH2:16][C@@:15]35[OH:37])[C:2]1[CH:3]=[CH:4][CH:5]=[CH:6][CH:7]=1. Procedure: In a manner similar to the method described in Example 36-2, using 281 mg of 1-(3-benzyloxy-17-cyclopropylmethyl-4,5α-epoxy-14-hydroxy-morphinan-6α-yl)-pyrrolidin-2-one obtained in Example 36-1, and using 4-trifluoromethoxybenzyl bromide in place of iodoethane, 383 mg (yield: 100%) of the captioned compound was obtained as a diastereomer mixture.